Task: describe an organic reaction: reactants, conditions, products, and yield. Dataset: the Open Reaction Database (ORD), a public repository of structured organic reaction records The reactants are FC1(OC2=C(O1)C=CC=C2C(=O)Cl)F (2,2-difluoro-benzo[1,3]dioxole-4-carbonyl chloride), NC1(CC2=CC=CC=C2C1)C(=O)O (2-aminoindan-2-carboxylic acid), C(Cl)Cl (DCM), CCN(C(C)C)C(C)C (DIPEA). Reagents/catalysts: CN(C1=CC=NC=C1)C (4-Dimethylaminopyridine). Run in CC(C)O.C(Cl)Cl (iPrOH DCM). Conditions: time 18 day. Product: C(C)OC(=O)C1(CC2=CC=CC=C2C1)NC(=O)C1=CC=CC=2OC(OC21)(F)F (2-[(2,2-Difluoro-benzo[1,3]dioxole-4-carbonyl)-amino]-indan-2-carboxylic acid ethyl ester). The yield is 112.9%. As a reaction SMILES: [NH2:1][C:2]1([C:11]([OH:13])=[O:12])[CH2:10][C:9]2[C:4](=[CH:5][CH:6]=[CH:7][CH:8]=2)[CH2:3]1.C(Cl)Cl.[CH3:17][CH2:18]N(C(C)C)C(C)C.[F:26][C:27]1([F:39])[O:31][C:30]2[CH:32]=[CH:33][CH:34]=[C:35]([C:36](Cl)=[O:37])[C:29]=2[O:28]1>CN(C)C1C=CN=CC=1.CC(O)C.C(Cl)Cl>[CH2:17]([O:12][C:11]([C:2]1([NH:1][C:36]([C:35]2[C:29]3[O:28][C:27]([F:39])([F:26])[O:31][C:30]=3[CH:32]=[CH:33][CH:34]=2)=[O:37])[CH2:3][C:4]2[C:9](=[CH:8][CH:7]=[CH:6][CH:5]=2)[CH2:10]1)=[O:13])[CH3:18] |f:5.6|. Procedure: A 100 mL round bottom flask is charged with 2-aminoindan-2-carboxylic acid (340 mg, 1.66 mmol) and dry DCM (6 mL). A stirring bar is added and stirring is initiated. DIPEA (0.46 mL, 2.65 mmol) is added. 2-[(2,2-difluoro-benzo[1,3]dioxole-4-carbonyl chloride (438 mg, 1.99 mmol) is added. 4-Dimethylaminopyridine ([MFCD0006418], 2 mg, cat.) is added. The reaction is capped. After 18 days, tlc analysis (silica, 5% iPrOH/DCM) indicates that the starting is completely consumed. The contents of the rea... Product: COC(=O)c1c(C)c(N)cc(Cl)c1Br. The reactants are CC#N, CCOC(C)=O, O=C1CCC(=O)N1Cl, COC(=O)c1c(Br)ccc(N)c1C. RXN SMILES: [CH3:22][C:23]#[N:24].[CH3:25][CH2:26][O:27][C:28](=[O:29])[CH3:30].[Cl:14][N:15]1[C:16](=[O:17])[CH2:18][CH2:19][C:20]1=[O:21].[NH2:1][c:2]1[c:3]([CH3:13])[c:4]([C:5](=[O:6])[O:7][CH3:8])[c:9]([Br:12])[cH:10][cH:11]1>>[NH2:1][c:2]1[c:3]([CH3:13])[c:4]([C:5](=[O:6])[O:7][CH3:8])[c:9]([Br:12])[c:10]([Cl:14])[cH:11]1. Reactants: Cl (hydrochloric acid), C(C)OC(CC=1C=NC(=CC1)C(F)(F)F)=O ((6-Trifluoromethylpyridin-3-yl)-acetic acid ethyl ester), C1COCCOCCOCCOCCOCCO1 (18-crown-6), C(C)OC=O (formic acid ethyl ester), [H-].[Na+] (sodium hydride). Run in C(C)(=O)OCC (ethyl acetate), C1(=CC=CC=C1)C (toluene). Conditions: time 1 hour. The product is C(C)OC(C(=CO)C=1C=NC(=CC1)C(F)(F)F)=O (3-Hydroxy-2-(6-trifluoromethylpyridin-3-yl)-acrylic acid ethyl ester). As a reaction SMILES: [CH2:1]([O:3][C:4](=[O:16])[CH2:5][C:6]1[CH:7]=[N:8][C:9]([C:12]([F:15])([F:14])[F:13])=[CH:10][CH:11]=1)[CH3:2].[H-].[Na+].C1OCCOCCOCCOCCOCC[O:21][CH2:20]1.C(OC=O)C.Cl>C(OCC)(=O)C.C1(C)C=CC=CC=1>[CH2:1]([O:3][C:4](=[O:16])[C:5]([C:6]1[CH:7]=[N:8][C:9]([C:12]([F:13])([F:14])[F:15])=[CH:10][CH:11]=1)=[CH:20][OH:21])[CH3:2] |f:1.2|. Reported procedure: 3.46 g (14.8 mmol) of the compound from Example 40A are initially introduced into 50 ml anhydrous toluene under argon, 712 mg (17.8 mmol) sodium hydride suspension (60% strength in paraffin oil) are added in portions and the mixture is stirred at RT for 1 h and then at 80° C. for 20 min. After cooling, 392 mg (1.48 mmol) 18-crown-6 and then, while cooling with ice, 2.20 g (29.7 mol) formic acid ethyl ester are added dropwise. The mixture is stirred first at 0° C. for 1 h and then at RT for 1 h. ... Procedure details: A mixture of 6-bromo-3-(tetrahydro-3-furanyl)-1H-indazole (Intermediate 9, 84 mg) N-ethyl-3-fluoro-4-methyl-5-(4,4,5,5-tetramethyl-1,3,2-dioxaborolan-2-yl)benzamide (Intermediate 5, 97 mg) aqueous sodium hydrogen carbonate (1M, 630 μL) and tetrakis(triphenylphosphine)palladium (7 mg) in isopropanol (4 ml) in a sealed vial was stirred at 150° C. for 15 min in a microwave oven. The solvent was removed under vacuum and the residue purified by chromatography on a silica column eluting with cyclohexa... The solvent is C(C)(C)O (isopropanol). Yield: 38.1%. Reaction SMILES: Br[C:2]1[CH:10]=[C:9]2[C:5]([C:6]([CH:11]3[CH2:15][CH2:14][O:13][CH2:12]3)=[N:7][NH:8]2)=[CH:4][CH:3]=1.[CH2:16]([NH:18][C:19](=[O:37])[C:20]1[CH:25]=[C:24](B2OC(C)(C)C(C)(C)O2)[C:23]([CH3:35])=[C:22]([F:36])[CH:21]=1)[CH3:17].C(=O)([O-])O.[Na+]>C(O)(C)C.C1C=CC([P]([Pd]([P](C2C=CC=CC=2)(C2C=CC=CC=2)C2C=CC=CC=2)([P](C2C=CC=CC=2)(C2C=CC=CC=2)C2C=CC=CC=2)[P](C2C=CC=CC=2)(C2C=CC=CC=2)C2C=CC=CC=2)(C2C=CC=CC=2)C2C=CC=CC=2)=CC=1>[CH2:16]([NH:18][C:19](=[O:37])[C:20]1[CH:25]=[C:24]([C:2]2[CH:10]=[C:9]3[C:5]([C:6]([CH:11]4[CH2:15][CH2:14][O:13][CH2:12]4)=[N:7][NH:8]3)=[CH:4][CH:3]=2)[C:23]([CH3:35])=[C:22]([F:36])[CH:21]=1)[CH3:17] |f:2.3,^1:50,52,71,90|. Reactants: BrC1=CC=C2C(=NNC2=C1)C1COCC1 (6-bromo-3-(tetrahydro-3-furanyl)-1H-indazole), BrC1=CC=C2C(=NNC2=C1)C1COCC1 (6-bromo-3-(tetrahydro-3-furanyl)-1H-indazole), C(C)NC(C1=CC(=C(C(=C1)B1OC(C(O1)(C)C)(C)C)C)F)=O (N-ethyl-3-fluoro-4-methyl-5-(4,4,5,5-tetramethyl-1,3,2-dioxaborolan-2-yl)benzamide), C(C)NC(C1=CC(=C(C(=C1)B1OC(C(O1)(C)C)(C)C)C)F)=O (N-ethyl-3-fluoro-4-methyl-5-(4,4,5,5-tetramethyl-1,3,2-dioxaborolan-2-yl)benzamide), C(O)([O-])=O.[Na+] (sodium hydrogen carbonate). The reagents and catalysts are C=1C=CC(=CC1)[P](C=2C=CC=CC2)(C=3C=CC=CC3)[Pd]([P](C=4C=CC=CC4)(C=5C=CC=CC5)C=6C=CC=CC6)([P](C=7C=CC=CC7)(C=8C=CC=CC8)C=9C=CC=CC9)[P](C=1C=CC=CC1)(C=1C=CC=CC1)C=1C=CC=CC1 (tetrakis(triphenylphosphine)palladium). Conditions: temperature 150 celsius, time 15 minute. The product is C(C)NC(C1=CC(=C(C(=C1)C1=CC=C2C(=NNC2=C1)C1COCC1)C)F)=O (N-Ethyl-3-fluoro-4-methyl-5-[3-(tetrahydro-3-furanyl)-1H-indazol-6-yl]benzamide). Reactants: FC(COC1=CC=C(C=N1)C(C)N)(F)F (1-[6-(2,2,2-trifluoroethoxy)pyridin-3-yl]ethanamine), ClC1=NC=C(C#N)C=C1 (6-chloronicotinonitrile), FC(CO)(C(F)F)F (2,2,3,3-tetrafluoropropan-1-ol). The product is FC(COC1=CC=C(C=N1)C(C)N)(C(F)F)F (1-[6-(2,2,3,3-tetrafluoropropoxy)pyridin-3-yl]ethanamine). Reaction SMILES: [F:1][C:2]([F:15])(F)[CH2:3][O:4][C:5]1[N:10]=[CH:9][C:8]([CH:11]([NH2:13])[CH3:12])=[CH:7][CH:6]=1.ClC1C=CC(C#N)=CN=1.[F:25][C:26]([F:32])(C(F)F)CO>>[F:1][C:2]([F:15])([CH:26]([F:32])[F:25])[CH2:3][O:4][C:5]1[N:10]=[CH:9][C:8]([CH:11]([NH2:13])[CH3:12])=[CH:7][CH:6]=1. Reported procedure: The title compound was synthesised according to the 2-step procedure described for the synthesis of 1-[6-(2,2,2-trifluoroethoxy)pyridin-3-yl]ethanamine starting from 6-chloronicotinonitrile and 2,2,3,3-tetrafluoropropan-1-ol. Product: N#Cc1ccccc1-c1ccc(CCl)cc1. RXN SMILES: [CH3:19][CH2:20][O:21][C:22](=[O:23])[CH3:24].[Cl-:26].[Cl-:27].[Cl-:28].[Cl-:29].[Cl:15][CH2:16][O:17][CH3:18].[ClH:25].[OH2:31].[Ti+4:30].[c:1]1(-[c:7]2[c:8]([C:9]#[N:10])[cH:11][cH:12][cH:13][cH:14]2)[cH:2][cH:3][cH:4][cH:5][cH:6]1>>[c:1]1(-[c:7]2[c:8]([C:9]#[N:10])[cH:11][cH:12][cH:13][cH:14]2)[cH:2][cH:3][c:4]([CH2:16][Cl:15])[cH:5][cH:6]1. Reactants: CCOC(C)=O, [Cl-], [Cl-], [Cl-], [Cl-], COCCl, Cl, O, [Ti+4], N#Cc1ccccc1-c1ccccc1. The reactants are CC(CCCC(C(=O)[O-])=O)CCC=C(C)C (3,7-Dimethyl-6octenyl-2-oxopropanoate), C(C)(=O)C1=CC=C(C=C1)C(C(=O)OCCC(CCC=C(C)C)C)=O (3,7-Dimethyl-6-octenyl (4-acetylphenyl)oxoacetate), ( 22 ), O=C(C(=O)OCCC(CCC=C(C)C)C)C1=CC=CC=C1 (3,7-Dimethyl-6-octenyl oxo(phenyl)acetate), CC(CCC(C(C(=O)[O-])=O)C)CCC=C(C)C (3,7-Dimethyl-6octenyl-2-oxobutanoate), CC(CCCC(C(=O)[O-])=O)CCC=C(C)C (3,7-Dimethyl-6octenyl-2-oxopropanoate), O=C(C(=O)OCCC(CCC=C(C)C)C)CCC (3,7-Dimethyl-6-octenyl 2-oxopentanoate), ( 100 ), O=C(C(=O)OCCC(CCC=C(C)C)C)CCC (3,7-Dimethyl-6-octenyl 2-oxopentanoate), CC(C(C(=O)OCCC(CCC=C(C)C)C)=O)CC (3,7-Dimethyl-6-octenyl 3-methyl-2-oxopentanoate), C(C)(=O)C1=CC=C(C=C1)C(C(=O)OCCC(CCC=C(C)C)C)=O (3,7-Dimethyl-6-octenyl (4-acetylphenyl)oxoacetate), CC(CCCC(C(=O)[O-])=O)CCC=C(C)C (3,7-Dimethyl-6octenyl-2-oxopropanoate), CC(CCCC(C(=O)[O-])=O)CCC=C(C)C (3,7-Dimethyl-6octenyl-2-oxopropanoate), CC(CCCC(C(=O)[O-])=O)CCC=C(C)C (3,7-Dimethyl-6octenyl-2-oxopropanoate), O=C(C(=O)OCCC(CCC=C(C)C)C)CCC (3,7-Dimethyl-6-octenyl 2-oxopentanoate), CC(CCC(C(C(=O)[O-])=O)C)CCC=C(C)C (3,7-Dimethyl-6octenyl-2-oxobutanoate), CC(CCC(C(C(=O)[O-])=O)C)CCC=C(C)C (3,7-Dimethyl-6octenyl-2-oxobutanoate), ( 48 ), CC(CCCC(C(=O)[O-])=O)CCC=C(C)C (3,7-Dimethyl-6octenyl-2-oxopropanoate), CC(C(C(=O)OCCC(CCC=C(C)C)C)=O)CCCCCCCCCCCC (3,7-Dimethyl-6-octenyl 3-methyl-2-oxopentadecanoate), CC(CCCC(C(=O)[O-])=O)CCC=C(C)C (3,7-Dimethyl-6octenyl-2-oxopropanoate), CC(CCCC(C(=O)[O-])=O)CCC=C(C)C (3,7-Dimethyl-6octenyl-2-oxopropanoate), O=C(C(=O)OCCC(CCC=C(C)C)C)CCC (3,7-Dimethyl-6-octenyl 2-oxopentanoate), CC(CCCC(C(=O)[O-])=O)CCC=C(C)C (3,7-Dimethyl-6octenyl-2-oxopropanoate). Yields the product C1(CCCC1)C(C(=O)OCCC(CCC=C(C)C)C)=O (3,7-Dimethyl-6-octenyl (cyclopentyl)oxoacetate). As a reaction SMILES: CC(CCC=C(C)C)CCCC(=O)C([O-])=O.O=C(CCC)C(OCCC(C)CCC=C(C)C)=O.C([C:38]1[CH:43]=[CH:42][C:41]([C:44](=[O:58])[C:45]([O:47][CH2:48][CH2:49][CH:50]([CH3:57])[CH2:51][CH2:52][CH:53]=[C:54]([CH3:56])[CH3:55])=[O:46])=[CH:40]C=1)(=O)C.CC(CC)C(=O)C(OCCC(C)CCC=C(C)C)=O.CC(CCC=C(C)C)CCC(C)C(=O)C([O-])=O.CC(CCCCCCCCCCCC)C(=O)C(OCCC(C)CCC=C(C)C)=O.O=C(C1C=CC=CC=1)C(OCCC(C)CCC=C(C)C)=O>>[CH:41]1([C:44](=[O:58])[C:45]([O:47][CH2:48][CH2:49][CH:50]([CH3:57])[CH2:51][CH2:52][CH:53]=[C:54]([CH3:55])[CH3:56])=[O:46])[CH2:40][CH2:38][CH2:43][CH2:42]1. Procedure details: MS (EI): 170 (M+, 5); 114 (1); 101 (1); 98 (4); 97 (48); 96 (4); 95 (1); 70 (6); 69 (100); 68 (3); 67 (6); 66 (1); 65 (1); 55 (4); 54 (1); 53 (2); 51 (1); 43 (1); 42 (2); 41 (22); 40 (2); 39 (7); 29 (5); 28 (1); 27 (4).